From a dataset of the Open Reaction Database (ORD), a public repository of structured organic reaction records. describe an organic reaction: reactants, conditions, products, and yield The reactants are ClC=1C=[N+](C=C(C1CCl)Cl)[O-] (3,5-dichloro-4-chloromethyl-pyridine 1-oxide), C(C(=O)Cl)(=O)Cl (Oxalyl dichloride), CNC(C)=O (N-methylacetamide), CC1=NC(=CC=C1)C (2,6-dimethyl-pyridine), C(=O)([O-])[O-].[Na+].[Na+] (Na2CO3). The solvent is C(Cl)Cl (DCM), C(Cl)Cl (DCM). Reaction conditions: time 20 minute. Product: ClC=1C(=NC=C(C1CCl)Cl)N(C(C)=O)C (N-(3,5-dichloro-4-chloromethyl-pyridin-2-yl)-N-methyl-acetamide). Reaction SMILES: C(Cl)(=O)C(Cl)=O.[CH3:7][NH:8][C:9](=[O:11])[CH3:10].CC1C=CC=C(C)N=1.[Cl:20][C:21]1[CH:22]=[N+:23]([O-])[CH:24]=[C:25]([Cl:29])[C:26]=1[CH2:27][Cl:28].C([O-])([O-])=O.[Na+].[Na+]>C(Cl)Cl>[Cl:20][C:21]1[C:22]([N:8]([CH3:7])[C:9](=[O:11])[CH3:10])=[N:23][CH:24]=[C:25]([Cl:29])[C:26]=1[CH2:27][Cl:28] |f:4.5.6|. Reported procedure: Oxalyl dichloride (45 μL, 0.47 mmol) was added dropwise to a solution of N-methylacetamide (36 μL, 0.47 mmol) and 2,6-dimethyl-pyridine (55 μL, 0.47 mmol) in anhydrous DCM (10 mL) at 0° C. After stirring for 20 min, 3,5-dichloro-4-chloromethyl-pyridine 1-oxide (10 mg, 0.047 mmol) was added to it and stirring was continued overnight at 45° C. Saturated aqueous Na2CO3 solution (20 mL) and DCM (40 mL) were added to the reaction mixture. The organic layer was dried over Na2SO4, filtered, and concent... Reactants: CCOC1CCCCC1N(C(=O)[O-])C(C)(C)C, Cl. Yields the product CCOC1CCCCC1N. As a reaction SMILES: [C:2]([N:6]([C:3](=[O:4])[O-:5])[CH:10]1[CH:11]([O:16][CH2:17][CH3:18])[CH2:12][CH2:13][CH2:14][CH2:15]1)([CH3:7])([CH3:8])[CH3:9].[ClH:1]>>[NH2:6][CH:10]1[CH:11]([O:16][CH2:17][CH3:18])[CH2:12][CH2:13][CH2:14][CH2:15]1. Starting materials: Cl (hydrochloric acid), aqueous saturated solution, [OH-].[Na+] (sodium hydroxide), CC1=C(N=C(O1)C1=CC=CC=C1)COC1=CC=C(CO\N=C(/CCCCCC(=O)OCC)\C2=CC=CC=C2)C=C1 (ethyl E-7-[4-(5-methyl-2-phenyl-4-oxazolylmethoxy)benzyloxyimino]-7-phenylheptanoate), CO (methanol). Solvent: O1CCCC1 (tetrahydrofuran). Reaction conditions: time 1 hour. Product: CC1=C(N=C(O1)C1=CC=CC=C1)COC1=CC=C(CO\N=C(/CCCCCC(=O)O)\C2=CC=CC=C2)C=C1 (E-7-[4-(5-methyl-2-phenyl-4-oxazolylmethoxy)benzyloxyimino]-7-phenylheptanoic acid). The yield is 82.2%. Reaction SMILES: [OH-].[Na+].[CH3:3][C:4]1[O:8][C:7]([C:9]2[CH:14]=[CH:13][CH:12]=[CH:11][CH:10]=2)=[N:6][C:5]=1[CH2:15][O:16][C:17]1[CH:42]=[CH:41][C:20]([CH2:21][O:22]/[N:23]=[C:24](/[C:35]2[CH:40]=[CH:39][CH:38]=[CH:37][CH:36]=2)\[CH2:25][CH2:26][CH2:27][CH2:28][CH2:29][C:30]([O:32]CC)=[O:31])=[CH:19][CH:18]=1.CO.Cl>O1CCCC1>[CH3:3][C:4]1[O:8][C:7]([C:9]2[CH:10]=[CH:11][CH:12]=[CH:13][CH:14]=2)=[N:6][C:5]=1[CH2:15][O:16][C:17]1[CH:42]=[CH:41][C:20]([CH2:21][O:22]/[N:23]=[C:24](/[C:35]2[CH:40]=[CH:39][CH:38]=[CH:37][CH:36]=2)\[CH2:25][CH2:26][CH2:27][CH2:28][CH2:29][C:30]([OH:32])=[O:31])=[CH:19][CH:18]=1 |f:0.1|. Reported procedure: A 1N aqueous saturated solution of sodium hydroxide (5 ml) was added to a solution of ethyl E-7-[4-(5-methyl-2-phenyl-4-oxazolylmethoxy)benzyloxyimino]-7-phenylheptanoate (730 mg) in tetrahydrofuran (10 ml)-methanol (5 ml) and stirred at room temperature for 1 hour. 1N hydrochloric acid (5.5 ml) was added to the reaction mixture and extracted with ethyl acetate. The ethyl acetate layer was washed with an aqueous saturated solution of sodium chloride, dried (MgSO4) and concentrated. The residue w... Starting materials: FC1=CC=C(C=C1)C(CCN1C=NC=C1)=O (1-(4-fluorophenyl)-3-(1-(1H)-imidazolyl)-1-propanone), Cl.Cl.NCCON (O-(2-aminoethyl)hydroxylamine dihydrochloride), N1=CC=CC=C1 (pyridine). Run in C(C)O (ethanol). Run at time 2 hour. The product is Cl.Cl.NCCON=C(CCN1C=NC=C1)C1=CC=C(C=C1)F (1-(4-Fluorophenyl)-3-(1-(1H)-imidazolyl)-1-propanone O-(2-aminoethyl)oxime dihydrochloride). Yield: 65.9%. RXN SMILES: [F:1][C:2]1[CH:7]=[CH:6][C:5]([C:8](=O)[CH2:9][CH2:10][N:11]2[CH:15]=[CH:14][N:13]=[CH:12]2)=[CH:4][CH:3]=1.[ClH:17].Cl.[NH2:19][CH2:20][CH2:21][O:22][NH2:23].N1C=CC=CC=1>C(O)C>[ClH:17].[ClH:17].[NH2:19][CH2:20][CH2:21][O:22][N:23]=[C:8]([C:5]1[CH:6]=[CH:7][C:2]([F:1])=[CH:3][CH:4]=1)[CH2:9][CH2:10][N:11]1[CH:15]=[CH:14][N:13]=[CH:12]1 |f:1.2.3,6.7.8|. Procedure details: A mixture of 1-(4-fluorophenyl)-3-(1-(1H)-imidazolyl)-1-propanone (3.00 g), O-(2-aminoethyl)hydroxylamine dihydrochloride (2.46 g), 3 equivalents of pyridine and absolute ethanol (75 ml) was heated under reflux, under nitrogen, with stirring, for two hrs. The reaction mixture was partitioned between 20% sodium hydroxide solution and ethyl acetate. The layers were separated, and the aqueous phase was extracted with ethyl acetate. The combined organic extracts were dried over anhydrous sodium sulf... The reactants are CC(C)Nc1cccnc1N1CCN(C(=O)c2ccc(C(=O)O)cn2)CC1, CCC(N)CO. Product: CCC(CO)NC(=O)c1ccc(C(=O)N2CCN(c3ncccc3NC(C)C)CC2)nc1. Reaction SMILES: [CH:1]([CH3:2])([CH3:3])[NH:4][c:5]1[c:6]([N:11]2[CH2:12][CH2:13][N:14]([C:17](=[O:18])[c:19]3[n:20][cH:21][c:22]([C:23](=[O:24])[OH:25])[cH:26][cH:27]3)[CH2:15][CH2:16]2)[n:7][cH:8][cH:9][cH:10]1.[NH2:28][CH:29]([CH2:30][OH:31])[CH2:32][CH3:33]>>[CH:1]([CH3:2])([CH3:3])[NH:4][c:5]1[c:6]([N:11]2[CH2:12][CH2:13][N:14]([C:17](=[O:18])[c:19]3[n:20][cH:21][c:22]([C:23](=[O:24])[NH:28][CH:29]([CH2:30][OH:31])[CH2:32][CH3:33])[cH:26][cH:27]3)[CH2:15][CH2:16]2)[n:7][cH:8][cH:9][cH:10]1. Reactants: CCCCCC (hexane), C(C)OCC (diethyl ether), IC1=C(C=CC=C1[N+](=O)[O-])C (2-iodo-nitrotoluene), C([O-])([O-])=O.[K+].[K+] (potassium carbonate). Reagents/catalysts: C1(=CC=CC=C1)P(C1=CC=CC=C1)C1=CC=CC=C1.C1(=CC=CC=C1)P(C1=CC=CC=C1)C1=CC=CC=C1.[Pd](Cl)Cl (palladium(II) dichloride bis(triphenylphosphine)). Solvent: O (water), CN(C=O)C (N,N-dimethylformamide), O (water), C(C)(=O)OCC (ethyl acetate). Conditions: temperature 70 celsius. Yields the product [N+](=O)([O-])C1=CC(=C(C(=O)O)C=C1)C (4-nitro-2-methylbenzoic acid). Yield: 31.2%. Reaction SMILES: I[C:2]1[C:7]([N+:8]([O-:10])=[O:9])=[CH:6][CH:5]=[CH:4][C:3]=1[CH3:11].[C:12](=O)([O-:14])[O-:13].[K+].[K+].C(OCC)C.CCCCCC>O.CN(C)C=O.C(OCC)(=O)C.C1(P(C2C=CC=CC=2)C2C=CC=CC=2)C=CC=CC=1.C1(P(C2C=CC=CC=2)C2C=CC=CC=2)C=CC=CC=1.[Pd](Cl)Cl>[N+:8]([C:7]1[CH:6]=[CH:5][C:4]([C:12]([OH:14])=[O:13])=[C:3]([CH3:11])[CH:2]=1)([O-:10])=[O:9] |f:1.2.3,9.10.11|. Procedure: A mixture of 1.0 g (3.8 mmol) of 2-iodo-nitrotoluene, 2.1 g (15.2 mmol) potassium carbonate and 27 mg (0.038 mmol) of palladium(II) dichloride bis(triphenylphosphine) in a mixture of 5 mL of water and 10 mL of N,N-dimethylformamide. This was placed in a Fisher/Porter bottle under 15 psig of carbon monoxideand heated at 70° C. for 16 hours. The solution became homogeneous when heated. The reaction was cooled, diethyl ether and water was added, the organic layer separated and discarded. The aqueou... Reactants: CI, CN(C)C=O, Cc1cc2c(-c3ccccc3F)nc(=O)[nH]c2s1, [H-], [Na+], O. Yields the product Cc1cc2c(-c3ccccc3F)nc(=O)n(C)c2s1. RXN SMILES: [CH3:21][I:22].[CH3:24][N:25]([CH3:26])[CH:27]=[O:28].[F:1][c:2]1[c:3](-[c:8]2[c:9]3[c:10]([nH:11][c:12](=[O:14])[n:13]2)[s:15][c:16]([CH3:18])[cH:17]3)[cH:4][cH:5][cH:6][cH:7]1.[H-:19].[Na+:20].[OH2:23]>>[F:1][c:2]1[c:3](-[c:8]2[c:9]3[c:10]([n:11]([CH3:21])[c:12](=[O:14])[n:13]2)[s:15][c:16]([CH3:18])[cH:17]3)[cH:4][cH:5][cH:6][cH:7]1.